Dataset: the Open Reaction Database (ORD), a public repository of structured organic reaction records. Task: describe an organic reaction: reactants, conditions, products, and yield Reactants: O1[C@@H](C1)COC1=C2C=CNC2=CC=C1 ((S)-(+)-4-(oxiranylmethoxy)-1H-indole), CC1=CC=C2C(=CNC2=C1)C=1CCNCC1 (6-methyl-3-(1,2,3,6-tetrahydropyridin-4-yl)-1H-indole), C(C)O (ethanol). The solvent is CS(=O)C (dimethylsulfoxide). Product: CC1=CC=C2C(=CNC2=C1)C=1CCN(CC1)C[C@@H](COC1=C2C=CNC2=CC=C1)O ((2S)-(+)-3-(4-(6-methyl-3-indolyl)-1,2,3,6-tetrahydropyridin-1-yl)-1-(4-indolyloxy)-2-propanol). Reaction SMILES: [O:1]1[CH2:3][C@H:2]1[CH2:4][O:5][C:6]1[CH:14]=[CH:13][CH:12]=[C:11]2[C:7]=1[CH:8]=[CH:9][NH:10]2.[CH3:15][C:16]1[CH:24]=[C:23]2[C:19]([C:20]([C:25]3[CH2:26][CH2:27][NH:28][CH2:29][CH:30]=3)=[CH:21][NH:22]2)=[CH:18][CH:17]=1.C(O)C>CS(C)=O>[CH3:15][C:16]1[CH:24]=[C:23]2[C:19]([C:20]([C:25]3[CH2:26][CH2:27][N:28]([CH2:3][C@H:2]([OH:1])[CH2:4][O:5][C:6]4[CH:14]=[CH:13][CH:12]=[C:11]5[C:7]=4[CH:8]=[CH:9][NH:10]5)[CH2:29][CH:30]=3)=[CH:21][NH:22]2)=[CH:18][CH:17]=1. Procedure details: The title compound was prepared in a fashion similar to that described in Example 1 using (S)-(+)-4-(oxiranylmethoxy)-1H-indole (0.389 g, 2.05 mmol) and 6-methyl-3-(1,2,3,6-tetrahydropyridin-4-yl)-1H-indole (0.400 g, 1.87 mmol) using ethanol as reaction solvent. Yield 0.260 g (35%) as an orange foam. mp 99°-103° C. (dec). FDMS m/e=401 (M+ of free base). α[D]589 =+5.1 (c 0.98, dimethylsulfoxide). Starting materials: FC(C1=C(C=CC=C1)SC=1C=NC2=CC=CC=C2C1)(F)F (3-(2-trifluoromethyl-phenylsulfanyl)-quinoline), ICCCCCC1=CC=CC=C1 ((5-iodo-pentyl)-benzene), CCOCC (Ether). Solvent: C1CCCS1(=O)=O (tetramethylene sulfone). Reaction conditions: temperature 100 celsius. The product is [I-].C1(=CC=CC=C1)CCCCC[N+]1=CC(=CC2=CC=CC=C12)SC1=C(C=CC=C1)C(F)(F)F (1-(5-phenyl-pentyl)-3-(2-trifluoromethyl-phenylsulfanyl)-quinolinium iodide). The yield is 90.1%. RXN SMILES: [F:1][C:2]([F:21])([F:20])[C:3]1[CH:8]=[CH:7][CH:6]=[CH:5][C:4]=1[S:9][C:10]1[CH:11]=[N:12][C:13]2[C:18]([CH:19]=1)=[CH:17][CH:16]=[CH:15][CH:14]=2.[I:22][CH2:23][CH2:24][CH2:25][CH2:26][CH2:27][C:28]1[CH:33]=[CH:32][CH:31]=[CH:30][CH:29]=1.CCOCC>C1S(=O)(=O)CCC1>[I-:22].[C:28]1([CH2:27][CH2:26][CH2:25][CH2:24][CH2:23][N+:12]2[C:13]3[C:18](=[CH:17][CH:16]=[CH:15][CH:14]=3)[CH:19]=[C:10]([S:9][C:4]3[CH:5]=[CH:6][CH:7]=[CH:8][C:3]=3[C:2]([F:20])([F:1])[F:21])[CH:11]=2)[CH:33]=[CH:32][CH:31]=[CH:30][CH:29]=1 |f:4.5|. Procedure details: A mixture of 3-(2-trifluoromethyl-phenylsulfanyl)-quinoline (370 mg, 1.21 mmol), (5-iodo-pentyl)-benzene (520 mg, 1.9 mmol) in tetramethylene sulfone (1 mL) was sealed in a tube and heated at 100° C. for 12 h. Ether (10 mL) was added resulting in a solid product. The product was crystallized from MeOH-Et2O to yield 1-(5-phenyl-pentyl)-3-(2-trifluoromethyl-phenylsulfanyl)-quinolinium iodide (632 mg, 90%). Mp 227-229° C. Starting materials: C(C1=CC=CC=C1)N1CCC(CC1)(O)C (1-Benzyl-4-methyl-4-piperidinol), S(O)(O)(=O)=O (sulfuric acid), C(C)#N (acetonitrile). Run at temperature 20 celsius, time 15 hour. The product is C(C1=CC=CC=C1)N1CCC(CC1)(C)NC(C)=O (N-(1-Benzyl-4-methyl-4-piperidinyl)acetamide). RXN SMILES: [CH2:1]([N:8]1[CH2:13][CH2:12][C:11]([CH3:15])(O)[CH2:10][CH2:9]1)[C:2]1[CH:7]=[CH:6][CH:5]=[CH:4][CH:3]=1.S(=O)(=O)(O)[OH:17].[C:21](#[N:23])[CH3:22]>>[CH2:1]([N:8]1[CH2:13][CH2:12][C:11]([NH:23][C:21](=[O:17])[CH3:22])([CH3:15])[CH2:10][CH2:9]1)[C:2]1[CH:7]=[CH:6][CH:5]=[CH:4][CH:3]=1. Procedure: To a solution of 1-benzyl-4-methyl-4-piperidinol obtained in Example 10-1 (3.34 g) in acetonitrile (19 mL) was added dropwise conc. sulfuric acid (16 mL) with cooling on an ice bath. The mixture was warmed to 20° C. and stirred for 15 hrs. After cooling, the reaction mixture was quenched by adding 3N potassium hydroxide solution, and the resulting solution (pH9) was extracted with ethyl acetate three times. The combined organic extracts were washed with brine, dried over MgSO4, and concentrated.... The reactants are Cc1cc(C2CC2)cnc1N1CCN(C(=O)c2ccc(Br)cc2N2CCCS2(=O)=O)CC1, CC1COC(=O)N1. Yields the product Cc1cc(C2CC2)cnc1N1CCN(C(=O)c2ccc(N3C(=O)OCC3C)cc2N2CCCS2(=O)=O)CC1. RXN SMILES: [Br:1][c:2]1[cH:3][c:4]([N:26]2[S:27](=[O:31])(=[O:32])[CH2:28][CH2:29][CH2:30]2)[c:5]([C:8](=[O:9])[N:10]2[CH2:11][CH2:12][N:13]([c:16]3[n:17][cH:18][c:19]([CH:23]4[CH2:24][CH2:25]4)[cH:20][c:21]3[CH3:22])[CH2:14][CH2:15]2)[cH:6][cH:7]1.[CH3:33][CH:34]1[NH:35][C:36](=[O:39])[O:37][CH2:38]1>>[c:2]1([N:35]2[CH:34]([CH3:33])[CH2:38][O:37][C:36]2=[O:39])[cH:3][c:4]([N:26]2[S:27](=[O:31])(=[O:32])[CH2:28][CH2:29][CH2:30]2)[c:5]([C:8](=[O:9])[N:10]2[CH2:11][CH2:12][N:13]([c:16]3[n:17][cH:18][c:19]([CH:23]4[CH2:24][CH2:25]4)[cH:20][c:21]3[CH3:22])[CH2:14][CH2:15]2)[cH:6][cH:7]1. Reactants: CN1CCCC1=N, Cl, [Na+], [OH-], O, Cc1ccc(N=C=O)cc1, c1ccccc1. Product: Cc1ccc(NC(=O)N=C2CCCN2C)cc1. Reaction SMILES: [CH3:2][N:3]1[C:4](=[NH:8])[CH2:5][CH2:6][CH2:7]1.[ClH:1].[Na+:16].[OH-:15].[OH2:27].[c:17]1([CH3:26])[cH:18][cH:19][c:20]([N:23]=[C:24]=[O:25])[cH:21][cH:22]1.[cH:9]1[cH:10][cH:11][cH:12][cH:13][cH:14]1>>[CH3:2][N:3]1[C:4](=[N:8][C:24]([NH:23][c:20]2[cH:19][cH:18][c:17]([CH3:26])[cH:22][cH:21]2)=[O:25])[CH2:5][CH2:6][CH2:7]1. The reactants are FC(C1=CC=C(C=C1)O)(F)F (4-trifluoromethylphenol), C1(=CC=CC=C1)P(C1=CC=CC=C1)C1=CC=CC=C1 (triphenylphosphine), C1(=CC=CC=C1)C(N1C=NC(=C1)CCO)(C1=CC=CC=C1)C1=CC=CC=C1 (1-triphenylmethyl-4-(2-hydroxyethyl)-1H-imidazole), N(=NC(=O)OCC)C(=O)OCC (diethyl azodicarboxylate). Solvent: O1CCCC1 (tetrahydrofuran), O1CCCC1 (tetrahydrofuran). Conditions: time 5 minute. The product is C1(=CC=CC=C1)C(N1C=NC(=C1)CCOC1=CC=C(C=C1)C(F)(F)F)(C1=CC=CC=C1)C1=CC=CC=C1 (1-triphenylmethyl-4-[2-(4-trifluoromethylphenoxy)ethyl]-1H-imidazole). RXN SMILES: [F:1][C:2]([F:11])([F:10])[C:3]1[CH:8]=[CH:7][C:6]([OH:9])=[CH:5][CH:4]=1.C1(P(C2C=CC=CC=2)C2C=CC=CC=2)C=CC=CC=1.[C:31]1([C:37]([C:52]2[CH:57]=[CH:56][CH:55]=[CH:54][CH:53]=2)([C:46]2[CH:51]=[CH:50][CH:49]=[CH:48][CH:47]=2)[N:38]2[CH:42]=[C:41]([CH2:43][CH2:44]O)[N:40]=[CH:39]2)[CH:36]=[CH:35][CH:34]=[CH:33][CH:32]=1.N(C(OCC)=O)=NC(OCC)=O>O1CCCC1>[C:52]1([C:37]([C:31]2[CH:32]=[CH:33][CH:34]=[CH:35][CH:36]=2)([C:46]2[CH:47]=[CH:48][CH:49]=[CH:50][CH:51]=2)[N:38]2[CH:42]=[C:41]([CH2:43][CH2:44][O:9][C:6]3[CH:5]=[CH:4][C:3]([C:2]([F:10])([F:11])[F:1])=[CH:8][CH:7]=3)[N:40]=[CH:39]2)[CH:57]=[CH:56][CH:55]=[CH:54][CH:53]=1. Procedure: 15 ml of freshly distilled tetrahydrofuran, 340 mg (2.1 mmol) of 4-trifluoromethylphenol and 550 mg (2.1 mmol) of triphenylphosphine are added under nitrogen to 708 g (2 mmol) of 1-triphenylmethyl-4-(2-hydroxyethyl)-1H-imidazole. The resulting mixture is cooled and stirred for 5 min. 66 mg (2.1 mmol) of diethyl azodicarboxylate in 10 ml of tetrahydrofuran are then slowly added. Stirring is continued at room temperature for 2 hours under nitrogen. The solvent is then evaporated under reduced pres... Procedure: Separately, a 500 ml mixing vessel equipped with a calcium chloride-containing tube was charged with 318.6 g (1.50 moles) of 1,2-epoxytetradecane. While the charged 1,2-epoxytetradecane was stirred and cooled with water, a concentrated sulfuric acid was gradually dropped in an amount of 2.7 g (0.027 mole) into the cooled 1,2-epoxytetradecane. After stirring for 15 minutes, the resultant mixture was placed into the dropping apparatus attached to the reaction vessel and was dropped into the 1,2-pr... The product is OCCCCCCCCCCCCCCOCC(C)O (1,2-propanediol monohydroxytetradecyl ether). Conditions: temperature 62.5 celsius, time 15 minute. As a reaction SMILES: [Cl-].[Ca+2].[Cl-].[O:4]1[CH:6]([CH2:7][CH2:8][CH2:9][CH2:10][CH2:11][CH2:12][CH2:13][CH2:14][CH2:15][CH2:16][CH2:17][CH3:18])[CH2:5]1.S(=O)(=O)(O)O.[CH2:24]([OH:28])[CH:25]([OH:27])[CH3:26].C(=O)([O-])O.[Na+]>O>[OH:4][CH2:5][CH2:6][CH2:7][CH2:8][CH2:9][CH2:10][CH2:11][CH2:12][CH2:13][CH2:14][CH2:15][CH2:16][CH2:17][CH2:18][O:28][CH2:24][CH:25]([OH:27])[CH3:26] |f:0.1.2,6.7|. The yield is 97.3%. Reactants: O1CC1CCCCCCCCCCCC (1,2-epoxytetradecane), [Cl-].[Ca+2].[Cl-] (calcium chloride), resultant mixture, O1CC1CCCCCCCCCCCC (1,2-epoxytetradecane), C(O)([O-])=O.[Na+] (sodium hydrogen carbonate), C(C(C)O)O (1,2-propanediol), S(O)(O)(=O)=O (sulfuric acid), O1CC1CCCCCCCCCCCC (1,2-epoxytetradecane), O1CC1CCCCCCCCCCCC (1,2-epoxytetradecane), resultant mixture. Solvent: O (water).